Dataset: the Open Reaction Database (ORD), a public repository of structured organic reaction records. Task: describe an organic reaction: reactants, conditions, products, and yield Reactants: ClC1=CC=C(C=C1)/C=C/C=1C=C(C(=O)O)C=CC1OC (3-[(E)-2-(4-chlorophenyl)vinyl]-4-methoxy-benzoic acid), NC[C@@H]([C@H](CO)O)O ((2S,3S)-4-amino-1,2,3-butanetriol). The product is ClC1=CC=C(C=C1)/C=C/C=1C=C(C(=O)NC[C@@H]([C@H](CO)O)O)C=CC1OC (3-[(E)-2-(4-chlorophenyl)-vinyl]-4-methoxy-N-((2S,3S)-2,3,4-trihydroxy-butyl)benzamide). RXN SMILES: [Cl:1][C:2]1[CH:7]=[CH:6][C:5](/[CH:8]=[CH:9]/[C:10]2[CH:11]=[C:12]([CH:16]=[CH:17][C:18]=2[O:19][CH3:20])[C:13]([OH:15])=O)=[CH:4][CH:3]=1.[NH2:21][CH2:22][C@H:23]([OH:28])[C@@H:24]([OH:27])[CH2:25][OH:26]>>[Cl:1][C:2]1[CH:3]=[CH:4][C:5](/[CH:8]=[CH:9]/[C:10]2[CH:11]=[C:12]([CH:16]=[CH:17][C:18]=2[O:19][CH3:20])[C:13]([NH:21][CH2:22][C@H:23]([OH:28])[C@@H:24]([OH:27])[CH2:25][OH:26])=[O:15])=[CH:6][CH:7]=1. Reported procedure: The captioned compound was synthesized from 4-methoxy-3-[(E)-2-(4-chlorophenyl)vinyl]benzoic acid obtained in step B of Example 2-2-7 and (2S,3S)-4-amino-1,2,3-butanetriol (CAS registry number: 168113-19-7) in accordance with the same procedure as in the methods described in step C of Example 1-2-3.